Dataset: the Open Reaction Database (ORD), a public repository of structured organic reaction records. Task: describe an organic reaction: reactants, conditions, products, and yield Starting materials: O=C=Nc1ccc(F)cc1, Nc1ccc(Oc2ccnc(C(=O)NCC3CC3)c2)cc1, C1CCOC1. Product: O=C(Nc1ccc(F)cc1)Nc1ccc(Oc2ccnc(C(=O)NCC3CC3)c2)cc1. RXN SMILES: [F:22][c:23]1[cH:24][cH:25][c:26]([N:29]=[C:30]=[O:31])[cH:27][cH:28]1.[NH2:1][c:2]1[cH:3][cH:4][c:5]([O:6][c:7]2[cH:8][c:9]([C:13](=[O:14])[NH:15][CH2:16][CH:17]3[CH2:18][CH2:19]3)[n:10][cH:11][cH:12]2)[cH:20][cH:21]1.[O:32]1[CH2:33][CH2:34][CH2:35][CH2:36]1>>[NH:1]([c:2]1[cH:3][cH:4][c:5]([O:6][c:7]2[cH:8][c:9]([C:13](=[O:14])[NH:15][CH2:16][CH:17]3[CH2:18][CH2:19]3)[n:10][cH:11][cH:12]2)[cH:20][cH:21]1)[C:30]([NH:29][c:26]1[cH:25][cH:24][c:23]([F:22])[cH:28][cH:27]1)=[O:31]. Reactants: [N+](=O)([O-])C1=C(C=CC(=C1)C(C(F)(F)F)(C(F)(F)F)O)CCC(=O)N(C)C (3-{2-nitro-4-[2,2,2-trifluoro-1-hydroxy-1-(trifluoromethyl)ethyl]phenyl}-N,N-dimethylpropanamide), CI (methyl iodide), C(C)O (ethanol), 2.15, [H-].[Na+] (sodium hydride). The solvent is CN(C=O)C (dimethylformamide), O (water), CN(C=O)C (dimethylformamide). Product: [N+](=O)([O-])C1=C(C=CC(=C1)C(C(F)(F)F)(C(F)(F)F)OC)CCC(=O)N(C)C (3-{2-nitro-4-[2,2,2-trifluoro-1-methoxy-1-(trifluoromethyl)ethyl]phenyl}-N,N-dimethylpropanamide). Reaction SMILES: [H-].[Na+].[N+:3]([C:6]1[CH:11]=[C:10]([C:12]([OH:21])([C:17]([F:20])([F:19])[F:18])[C:13]([F:16])([F:15])[F:14])[CH:9]=[CH:8][C:7]=1[CH2:22][CH2:23][C:24]([N:26]([CH3:28])[CH3:27])=[O:25])([O-:5])=[O:4].CI.[CH2:31](O)C>CN(C)C=O.O>[N+:3]([C:6]1[CH:11]=[C:10]([C:12]([O:21][CH3:31])([C:13]([F:14])([F:15])[F:16])[C:17]([F:18])([F:19])[F:20])[CH:9]=[CH:8][C:7]=1[CH2:22][CH2:23][C:24]([N:26]([CH3:28])[CH3:27])=[O:25])([O-:5])=[O:4] |f:0.1|. Procedure: To a suspension of 2.15 (0.085 mole) of sodium hydride in 200 ml dimethylformamide is added 29.1 g (0.075 mole) of 3-{2-nitro-4-[2,2,2-trifluoro-1-hydroxy-1-(trifluoromethyl)ethyl]phenyl}-N,N-dimethylpropanamide in in 50 ml dimethylformamide at such a rate that excessive foaming is avoided. To the resulting suspension, stirred in a nitrogen atmosphere, is added 14.2 g (0.10 mole) of methyl iodide to give a reaction mixture, which is stirred at room temperature overnight. The reaction mixture is ... The reactants are N1=CC=CC=C1 (pyridine), OCC=1CS[C@H]2N(C1C(=O)OC(C1=CC=CC=C1)C1=CC=CC=C1)C([C@H]2NC(CC=2SC=CC2)=O)=O (diphenylmethyl 3-hydroxymethyl-7β-(thien-2-yl)acetamido-ceph-3-em-4-carboxylate), C(C(C)(C)C)(=O)Cl (pivaloyl chloride). Solvent: O1CCCC1 (tetrahydrofuran), O1CCCC1 (tetrahydrofuran). Reaction conditions: time 16 hour. The product is C(C(C)(C)C)(=O)OCC=1CS[C@H]2N(C1C(=O)OC(C1=CC=CC=C1)C1=CC=CC=C1)C([C@H]2NC(CC=2SC=CC2)=O)=O (Diphenylmethyl 3-pivaloyloxymethyl-7β-(thien-2-yl)acetamidoceph-3-em-4-carboxylate). Yield: 74.5%. RXN SMILES: N1C=CC=CC=1.[OH:7][CH2:8][C:9]1[CH2:10][S:11][C@@H:12]2[C@H:32]([NH:33][C:34](=[O:41])[CH2:35][C:36]3[S:37][CH:38]=[CH:39][CH:40]=3)[C:31](=[O:42])[N:13]2[C:14]=1[C:15]([O:17][CH:18]([C:25]1[CH:30]=[CH:29][CH:28]=[CH:27][CH:26]=1)[C:19]1[CH:24]=[CH:23][CH:22]=[CH:21][CH:20]=1)=[O:16].[C:43](Cl)(=[O:48])[C:44]([CH3:47])([CH3:46])[CH3:45]>O1CCCC1>[C:43]([O:7][CH2:8][C:9]1[CH2:10][S:11][C@@H:12]2[C@H:32]([NH:33][C:34](=[O:41])[CH2:35][C:36]3[S:37][CH:38]=[CH:39][CH:40]=3)[C:31](=[O:42])[N:13]2[C:14]=1[C:15]([O:17][CH:18]([C:25]1[CH:30]=[CH:29][CH:28]=[CH:27][CH:26]=1)[C:19]1[CH:20]=[CH:21][CH:22]=[CH:23][CH:24]=1)=[O:16])(=[O:48])[C:44]([CH3:47])([CH3:46])[CH3:45]. Procedure details: A solution of pyridine (2.4 ml.) in dry tetrahydrofuran (5 ml.) was added to a stirred solution of diphenylmethyl 3-hydroxymethyl-7β-(thien-2-yl)acetamido-ceph-3-em-4-carboxylate (3.12 g) and pivaloyl chloride (7.2 g) in dry tetrahydrofuran (150 ml) at 20°. The solution was stirred at 20° for 16 hours, filtered and concentrated under reduced pressure. The residue was dissolved in ethyl acetate and washed successively with sodium bicarbonate solution, 2 N-hydrochloric acid, sodium bicarbonate sol... Starting materials: CN, CCO, O=C1c2ccccc2C(=O)N1Cc1noc(-c2ncn3c2C2CCN2C(=O)c2sccc2-3)n1. The product is NCc1noc(-c2ncn3c2C2CCN2C(=O)c2sccc2-3)n1. Reaction SMILES: [CH3:1][NH2:2].[CH3:36][CH2:37][OH:38].[O:3]=[C:4]1[c:5]2[c:6]([cH:33][cH:34][s:35]2)-[n:7]2[c:8]([c:13](-[c:16]3[n:17][c:18]([CH2:21][N:22]4[C:23](=[O:24])[c:25]5[c:26]([cH:27][cH:28][cH:29][cH:30]5)[C:31]4=[O:32])[n:19][o:20]3)[n:14][cH:15]2)[CH:9]2[N:10]1[CH2:11][CH2:12]2>>[O:3]=[C:4]1[c:5]2[c:6]([cH:33][cH:34][s:35]2)-[n:7]2[c:8]([c:13](-[c:16]3[n:17][c:18]([CH2:21][NH2:22])[n:19][o:20]3)[n:14][cH:15]2)[CH:9]2[N:10]1[CH2:11][CH2:12]2. The reactants are Cl.Cl.N1(C=NC=C1)C1=CC=C(C=C1)NN (4-(imidazol-1-yl)-phenylhydrazine dihydrochloride), COC(CCCCN1CCC(CC1)O)OC (5-(4-hydroxypiperidin-1-yl)-pentanal dimethyl acetal). The product is N1(C=NC=C1)C=1C=C2C(=CNC2=CC1)CCCN1CCC(CC1)=O (1-{3-[5-(Imidazol-1-yl)-1H-indol-3-yl]propyl}-4-ketopiperidine). RXN SMILES: Cl.Cl.[N:3]1([C:8]2[CH:13]=[CH:12][C:11]([NH:14]N)=[CH:10][CH:9]=2)[CH:7]=[CH:6][N:5]=[CH:4]1.CO[CH:18](OC)[CH2:19][CH2:20][CH2:21][CH2:22][N:23]1[CH2:28][CH2:27][CH:26]([OH:29])[CH2:25][CH2:24]1>>[N:3]1([C:8]2[CH:13]=[C:12]3[C:11](=[CH:10][CH:9]=2)[NH:14][CH:18]=[C:19]3[CH2:20][CH2:21][CH2:22][N:23]2[CH2:28][CH2:27][C:26](=[O:29])[CH2:25][CH2:24]2)[CH:7]=[CH:6][N:5]=[CH:4]1 |f:0.1.2|. Reported procedure: The title compound was prepared from 4-(imidazol-1-yl)-phenylhydrazine dihydrochloride and 5-(4-hydroxypiperidin-1-yl)-pentanal dimethyl acetal using a similar method to that described for Example 8 (steps 3 and 4); δH (250 MHz, CDCl3) 1.96 (2H, qn, d=7.5 Hz), 2.46 (4H, t, J=6.1 Hz), 2.56 (2H, t, J=7.4 Hz), 2.76 (4H, t, J=6.1 Hz), 2.84 (2H, t, J=7.5 Hz), 7.13 (1H, d, J=2.2 Hz), 7.18-7.23 (2H, m), 7.30 (1H, t, J=1.2 Hz), 7.44 (1H, d, J=8.5 Hz), 7.58 (1H, d, J=2.1 Hz), 7.84 (1H, t, J=1.0 Hz), 8.41... The reactants are CC(=O)N1CCc2cc([N+](=O)[O-])cnc21, CCO, [H][H]. The product is CC(=O)N1CCc2cc(N)cnc21. RXN SMILES: [C:1]([CH3:2])(=[O:3])[N:4]1[CH2:5][CH2:6][c:7]2[c:8]1[n:9][cH:10][c:11]([N+:13]([O-:14])=[O:15])[cH:12]2.[CH3:18][CH2:19][OH:20].[H:16][H:17]>>[C:1]([CH3:2])(=[O:3])[N:4]1[CH2:5][CH2:6][c:7]2[c:8]1[n:9][cH:10][c:11]([NH2:13])[cH:12]2. Reactants: [N+](=O)([O-])C1=CC=C(C=C1)N1CCC(CC1)CO ([1-(4-Nitro-phenyl)-piperidin-4-yl]-methanol), C(C)O (Ethanol). The reagents and catalysts are [Pd] (Pd/C). Yields the product NC1=CC=C(C=C1)N1CCC(CC1)CO ([1-(4-Amino-phenyl)-piperidin-4-yl]-methanol). As a reaction SMILES: [N+:1]([C:4]1[CH:9]=[CH:8][C:7]([N:10]2[CH2:15][CH2:14][CH:13]([CH2:16][OH:17])[CH2:12][CH2:11]2)=[CH:6][CH:5]=1)([O-])=O.C(O)C>[Pd]>[NH2:1][C:4]1[CH:9]=[CH:8][C:7]([N:10]2[CH2:11][CH2:12][CH:13]([CH2:16][OH:17])[CH2:14][CH2:15]2)=[CH:6][CH:5]=1. Procedure details: Into a Round bottom flask, [A] [1-(4-Nitro-phenyl)-piperidin-4-yl]-methanol (5.021 g, 0.02125 mol), Ethanol (150 mL, 2.6 mol) and 10% Pd/C (10:90, Palladium:carbon black, 2.3 g, 0.0021 mol). The mixture was evacuated and charged with hydrogen via a balloon (3×). The reaction was stirred at RT under an atmosphere of Hydrogen over night. The solid was filtered and washed with Ethanol. The solvent was removed under vacuum to give [1-(4-Amino-phenyl)-piperidin-4-yl]-methanol a brown solid. The solid...